This data is from the Open Reaction Database (ORD), a public repository of structured organic reaction records. The task is: describe an organic reaction: reactants, conditions, products, and yield Starting materials: [BH4-], CCOC(=O)CC(=O)C(CC)NC(=O)OCc1ccccc1, CO, [Cl-], [NH4+], [Na+]. The product is CCOC(=O)CC(O)C(CC)NC(=O)OCc1ccccc1. RXN SMILES: [BH4-:23].[CH2:1]([CH3:2])[O:3][C:4]([CH2:5][C:6]([CH:7]([CH2:8][CH3:9])[NH:10][C:11](=[O:12])[O:13][CH2:14][c:15]1[cH:16][cH:17][cH:18][cH:19][cH:20]1)=[O:21])=[O:22].[CH3:27][OH:28].[Cl-:25].[NH4+:26].[Na+:24]>>[CH2:1]([CH3:2])[O:3][C:4]([CH2:5][CH:6]([CH:7]([CH2:8][CH3:9])[NH:10][C:11](=[O:12])[O:13][CH2:14][c:15]1[cH:16][cH:17][cH:18][cH:19][cH:20]1)[OH:21])=[O:22]. The reactants are CC(C)c1cc(C(=O)N2Cc3ccc(OCCCNC(=O)OC(C)(C)C)cc3C2)c(O)cc1O, CCOC(C)=O, Cl. Product: Cl, CC(C)c1cc(C(=O)N2Cc3ccc(OCCCN)cc3C2)c(O)cc1O. As a reaction SMILES: [C:1]([O:2][C:3](=[O:4])[NH:7][CH2:8][CH2:9][CH2:10][O:11][c:12]1[cH:13][c:14]2[c:18]([cH:19][cH:20]1)[CH2:17][N:16]([C:21]([c:22]1[c:23]([OH:32])[cH:24][c:25]([OH:31])[c:26]([CH:28]([CH3:29])[CH3:30])[cH:27]1)=[O:33])[CH2:15]2)([CH3:5])([CH3:6])[CH3:34].[CH3:36][CH2:37][O:38][C:39]([CH3:40])=[O:41].[ClH:35]>>[ClH:35].[NH2:7][CH2:8][CH2:9][CH2:10][O:11][c:12]1[cH:13][c:14]2[c:18]([cH:19][cH:20]1)[CH2:17][N:16]([C:21]([c:22]1[c:23]([OH:32])[cH:24][c:25]([OH:31])[c:26]([CH:28]([CH3:29])[CH3:30])[cH:27]1)=[O:33])[CH2:15]2. The reactants are OCCCCCC1CC=CC1=O.C=1C(=CC=[N+](C1)C[N+]2=CC=C(C=C2)/C=N/O)/C=N/O.[Br-].[Br-] (5-(hydroxypentyl)-2-cyclopentenone methoxime), C1(=CC=C(C=C1)S(=O)(=O)Cl)C (p-toluenesulfonyl chloride). Solvent: N1=CC=CC=C1 (pyridine). Yields the product C1(=CC=C(C=C1)S(=O)(=O)OCCCCCC=1C(CCC1)=O)C.C=1C(=CC=[N+](C1)C[N+]2=CC=C(C=C2)/C=N/O)/C=N/O.[Br-].[Br-] (2-(5-p-toluenesulfonyloxypentyl)-2-cyclopentenone methoxime). RXN SMILES: [OH:1][CH2:2][CH2:3][CH2:4][CH2:5][CH2:6][CH:7]1[C:11](=[O:12])[CH:10]=[CH:9][CH2:8]1.[CH:13]1[C:14](/[CH:29]=[N:30]/[OH:31])=[CH:15][CH:16]=[N+:17]([CH2:19][N+:20]2[CH:25]=[CH:24][C:23](/[CH:26]=[N:27]/[OH:28])=[CH:22][CH:21]=2)[CH:18]=1.[Br-:32].[Br-].[C:34]1([CH3:44])[CH:39]=[CH:38][C:37]([S:40](Cl)(=[O:42])=[O:41])=[CH:36][CH:35]=1>N1C=CC=CC=1>[C:34]1([CH3:44])[CH:39]=[CH:38][C:37]([S:40]([O:1][CH2:2][CH2:3][CH2:4][CH2:5][CH2:6][C:7]2[C:11](=[O:12])[CH2:10][CH2:9][CH:8]=2)(=[O:42])=[O:41])=[CH:36][CH:35]=1.[CH:15]1[C:14](/[CH:29]=[N:30]/[OH:31])=[CH:13][CH:18]=[N+:17]([CH2:19][N+:20]2[CH:21]=[CH:22][C:23](/[CH:26]=[N:27]/[OH:28])=[CH:24][CH:25]=2)[CH:16]=1.[Br-:32].[Br-:32] |f:0.1.2.3,6.7.8.9|. Reported procedure: Treatment of 2-(hydroxypentyl)-2-cyclopentenone methoxime (Example 25) with p-toluenesulfonyl chloride in pyridine in the manner described in Example 18 gives a colorless oil. IR (film) 1600, 1190, 1180, 1050, 885 cm-1. The product is O=C(ON1C(=O)CCC1=O)C(CCSSc1ccccn1)S(=O)(=O)O. As a reaction SMILES: [CH2:27]([N:28]=[C:29]=[N:30][CH2:31][CH2:32][CH2:33][N:34]([CH3:35])[CH3:36])[CH3:37].[CH2:38]([Cl:39])[CH2:40][Cl:41].[OH:19][N:20]1[C:21](=[O:26])[CH2:22][CH2:23][C:24]1=[O:25].[n:1]1[c:2]([S:7][S:8][CH2:9][CH2:10][CH:11]([C:12](=[O:13])[OH:14])[S:15](=[O:16])(=[O:17])[OH:18])[cH:3][cH:4][cH:5][cH:6]1>>[n:1]1[c:2]([S:7][S:8][CH2:9][CH2:10][CH:11]([C:12]([O:13][N:20]2[C:21](=[O:26])[CH2:22][CH2:23][C:24]2=[O:25])=[O:14])[S:15](=[O:16])(=[O:17])[OH:18])[cH:3][cH:4][cH:5][cH:6]1. Reactants: CCN=C=NCCCN(C)C, ClCCCl, O=C1CCC(=O)N1O, O=C(O)C(CCSSc1ccccn1)S(=O)(=O)O. Isolated yield 75.7%. Procedure: Methoxymethyltriphenylphosphonium chloride (7.4 g, 21.6 mmol) is suspended in anhydrous toluene (25 mL) and potassium tert-butoxide (2.4 g, 21.6 mmol) is added at room temperature in one portion. The mixture is allowed to stir under nitrogen for 1 h. Meanwhile, 4,4,4-Trifluoro-1-[6-(4-trifluoromethyl-phenyl)-pyridin-3-yl]-butan-1-one (5.0 g, 14.4 mmol) is dissolved in another portion of the toluene (25 mL), and kept at room temperature. The mixture is then cooled to 0° C. with ice water, and the... Conditions: time 1 hour. Reaction SMILES: [Cl-].[CH3:2][O:3][CH2:4][P+](C1C=CC=CC=1)(C1C=CC=CC=1)C1C=CC=CC=1.CC(C)([O-])C.[K+].[F:30][C:31]([F:53])([F:52])[CH2:32][CH2:33][C:34]([C:36]1[CH:37]=[N:38][C:39]([C:42]2[CH:47]=[CH:46][C:45]([C:48]([F:51])([F:50])[F:49])=[CH:44][CH:43]=2)=[CH:40][CH:41]=1)=O>C1(C)C=CC=CC=1>[F:30][C:31]([F:53])([F:52])[CH2:32][CH2:33][C:34]([C:36]1[CH:41]=[CH:40][C:39]([C:42]2[CH:47]=[CH:46][C:45]([C:48]([F:51])([F:50])[F:49])=[CH:44][CH:43]=2)=[N:38][CH:37]=1)=[CH:2][O:3][CH3:4] |f:0.1,2.3|. Starting materials: FC(CCC(=O)C=1C=NC(=CC1)C1=CC=C(C=C1)C(F)(F)F)(F)F (4,4,4-Trifluoro-1-[6-(4-trifluoromethyl-phenyl)-pyridin-3-yl]-butan-1-one), [Cl-].COC[P+](C1=CC=CC=C1)(C1=CC=CC=C1)C1=CC=CC=C1 (Methoxymethyltriphenylphosphonium chloride), ice water, ketone, CC(C)([O-])C.[K+] (potassium tert-butoxide). Yields the product FC(CCC(=COC)C=1C=CC(=NC1)C1=CC=C(C=C1)C(F)(F)F)(F)F (5-(4,4,4-Trifluoro-1-methoxymethylene-butyl)-2-(4-trifluoromethyl-phenyl)-pyridine). Run in C1(=CC=CC=C1)C (toluene), C1(=CC=CC=C1)C (toluene). Starting materials: ClC=1C=CC2=C(C(=NCC=3N2C(=NN3)CS)C3=C(C=CC=C3)Cl)C1 (8-chloro-1-(mercaptomethyl)-6-(2-chlorophenyl)-4H-s-triazolo[4,3-a][1,4]benzodiazepine), BrSN1CCOCC1 (4-(bromothio)morpholine), O (water), resultant mixture. Run in C(Cl)Cl (methylene chloride), C(Cl)(Cl)Cl (chloroform). Yields the product ClC=1C=CC2=C(C(=NCC=3N2C(=NN3)CSSN3CCOCC3)C3=C(C=CC=C3)Cl)C1 (8-chloro-1-(morpholinodithio)methyl-6-(2-chlorophenyl)-4H-s-triazolo[4,3-a][1,4]benzodiazepine). Isolated yield 124.1%. As a reaction SMILES: [Cl:1][C:2]1[CH:3]=[CH:4][C:5]2[N:11]3[C:12]([CH2:15][SH:16])=[N:13][N:14]=[C:10]3[CH2:9][N:8]=[C:7]([C:17]3[CH:22]=[CH:21][CH:20]=[CH:19][C:18]=3[Cl:23])[C:6]=2[CH:24]=1.Br[S:26][N:27]1[CH2:32][CH2:31][O:30][CH2:29][CH2:28]1.O>C(Cl)Cl.C(Cl)(Cl)Cl>[Cl:1][C:2]1[CH:3]=[CH:4][C:5]2[N:11]3[C:12]([CH2:15][S:16][S:26][N:27]4[CH2:32][CH2:31][O:30][CH2:29][CH2:28]4)=[N:13][N:14]=[C:10]3[CH2:9][N:8]=[C:7]([C:17]3[CH:22]=[CH:21][CH:20]=[CH:19][C:18]=3[Cl:23])[C:6]=2[CH:24]=1. Procedure: To a solution of 8-chloro-1-(mercaptomethyl)-6-(2-chlorophenyl)-4H-s-triazolo[4,3-a][1,4]benzodiazepine (1.5 g) in methylene chloride (20 ml) is added a solution of 4-(bromothio)morpholine (prepared from 0.47 g of dimorpholinodisulfide) in chloroform at -13° to -20° C., and the resultant mixture is stirred for 1.5 hours. The reaction mixture is mixed with water. The methylene chloride layer is separated, dried and evaporated to remove the solvent. The residue is crystallized from ether and filte... Starting materials: BrC(COC1=C(C=NC=C1)O)CBr ((±)-4-(2,3-dibromopropoxy)-3-pyridinol), C(=O)(O)[O-].[Na+] (NaHCO3). The solvent is C(C)O (ethanol). Product: BrCC1COC2=C(C=NC=C2)O1 ((±)-3-(bromomethyl)-2,3-dihydro-1,4-dioxino[2,3-c]pyridine). The yield is 67.7%. Reaction SMILES: Br[CH:2]([CH2:12][Br:13])[CH2:3][O:4][C:5]1[CH:10]=[CH:9][N:8]=[CH:7][C:6]=1[OH:11].C([O-])(O)=O.[Na+]>C(O)C>[Br:13][CH2:12][CH:2]1[O:11][C:6]2[CH:7]=[N:8][CH:9]=[CH:10][C:5]=2[O:4][CH2:3]1 |f:1.2|. Procedure details: A solution of intermediate (9) (0.0097 mol) in ethanol (50 ml) was stirred and refluxed overnight. NaHCO3 (0.0097 mol) was added and the resulting reaction mixture was stirred and refluxed overnight. The solvent was evaporated. The residue was washed with water and extracted with DCM. The organic layer was dried, filtered and the solvent was evaporated. The residue was purified by open column chromatography (eluent: hexane/ethyl acetate (3/2)). The pure fractions were collected and the solvent w... Starting materials: NC1=NC(=CC(=N1)N1CC2=CC(=CC=C2CC1C)C=1C=C(N(C1)C)C(=O)O)N1CCN(CC1)C (4-{2-[2-Amino-6-(4-methylpiperazin-1-yl)pyrimidin-4-yl]-3-methyl-1,2,3,4-tetrahydroisoquinolin-7-yl}-1-methyl-1H-pyrrole-2-carboxylic acid), CN (methylamine). The solvent is C1CCOC1 (THF). Product: NC1=NC(=CC(=N1)N1CC2=CC(=CC=C2CC1C)C=1C=C(N(C1)C)C(=O)NC)N1CCN(CC1)C (4-{2-[2-Amino-6-(4-methylpiperazin-1-yl)pyrimidin-4-yl]-3-methyl-1,2,3,4-tetrahydroisoquinolin-7-yl}-N,1-dimethyl-1H-pyrrole-2-carboxamide). RXN SMILES: [NH2:1][C:2]1[N:7]=[C:6]([N:8]2[CH:17]([CH3:18])[CH2:16][C:15]3[C:10](=[CH:11][C:12]([C:19]4[CH:20]=[C:21]([C:25](O)=[O:26])[N:22]([CH3:24])[CH:23]=4)=[CH:13][CH:14]=3)[CH2:9]2)[CH:5]=[C:4]([N:28]2[CH2:33][CH2:32][N:31]([CH3:34])[CH2:30][CH2:29]2)[N:3]=1.[CH3:35][NH2:36]>C1COCC1>[NH2:1][C:2]1[N:7]=[C:6]([N:8]2[CH:17]([CH3:18])[CH2:16][C:15]3[C:10](=[CH:11][C:12]([C:19]4[CH:20]=[C:21]([C:25]([NH:36][CH3:35])=[O:26])[N:22]([CH3:24])[CH:23]=4)=[CH:13][CH:14]=3)[CH2:9]2)[CH:5]=[C:4]([N:28]2[CH2:33][CH2:32][N:31]([CH3:34])[CH2:30][CH2:29]2)[N:3]=1. Reported procedure: The compound was prepared by using procedures analogous to those described for the synthesis of Example 87A, Step 9 starting from 4-{2-[2-Amino-6-(4-methylpiperazin-1-yl)pyrimidin-4-yl]-3-methyl-1,2,3,4-tetrahydroisoquinolin-7-yl}-1-methyl-1H-pyrrole-2-carboxylic acid (Step 2) and methylamine in THF solution (2.0 M). LCMS (M+H)+: m/z=475.3. Starting materials: Clc1ccc(Cc2cc(Br)ccc2I)s1, O=C([O-])O, COCCOC, [Na+], [Na+], [Na+], O=C([O-])[O-], OB(O)c1ccccc1, Cl[Pd]Cl, c1ccc(P(c2ccccc2)c2ccccc2)cc1, c1ccc(P(c2ccccc2)c2ccccc2)cc1. The product is Clc1ccc(Cc2cc(Br)ccc2-c2ccccc2)s1. Reaction SMILES: [Br:1][c:2]1[cH:3][cH:4][c:5]([I:15])[c:6]([CH2:8][c:9]2[s:10][c:11]([Cl:14])[cH:12][cH:13]2)[cH:7]1.[C:31](=[O:32])([O-:33])[OH:34].[CH2:36]([CH2:37][O:38][CH3:39])[O:40][CH3:41].[Na+:25].[Na+:26].[Na+:35].[O-:27][C:28](=[O:29])[O-:30].[OH:16][B:17]([OH:18])[c:19]1[cH:20][cH:21][cH:22][cH:23][cH:24]1.[Pd:42]([Cl:43])[Cl:44].[c:45]1([P:46]([c:47]2[cH:48][cH:49][cH:50][cH:51][cH:52]2)[c:53]2[cH:54][cH:55][cH:56][cH:57][cH:58]2)[cH:59][cH:60][cH:61][cH:62][cH:63]1.[c:64]1([P:65]([c:66]2[cH:67][cH:68][cH:69][cH:70][cH:71]2)[c:72]2[cH:73][cH:74][cH:75][cH:76][cH:77]2)[cH:78][cH:79][cH:80][cH:81][cH:82]1>>[Br:1][c:2]1[cH:3][cH:4][c:5](-[c:19]2[cH:20][cH:21][cH:22][cH:23][cH:24]2)[c:6]([CH2:8][c:9]2[s:10][c:11]([Cl:14])[cH:12][cH:13]2)[cH:7]1. Reactants: COC(=O)c1csc(NC(=O)C(NC(=O)C(NC(=O)OC(C)(C)C)c2ccc3c(c2)OCCO3)C(C)c2ccccc2)n1, ClCCl, O=C(O)C(F)(F)F. Yields the product COC(=O)c1csc(NC(=O)C(NC(=O)C(N)c2ccc3c(c2)OCCO3)C(C)c2ccccc2)n1. RXN SMILES: [CH3:1][O:2][C:3](=[O:4])[c:5]1[n:6][c:7]([NH:10][C:11]([CH:12]([CH:13]([CH3:14])[c:15]2[cH:16][cH:17][cH:18][cH:19][cH:20]2)[NH:21][C:22]([CH:23]([c:24]2[cH:25][c:26]3[c:27]([cH:32][cH:33]2)[O:28][CH2:29][CH2:30][O:31]3)[NH:34][C:35]([O:36][C:37]([CH3:38])([CH3:39])[CH3:40])=[O:41])=[O:42])=[O:43])[s:8][cH:9]1.[Cl:51][CH2:52][Cl:53].[OH:44][C:45]([C:46]([F:47])([F:48])[F:49])=[O:50]>>[CH3:1][O:2][C:3](=[O:4])[c:5]1[n:6][c:7]([NH:10][C:11]([CH:12]([CH:13]([CH3:14])[c:15]2[cH:16][cH:17][cH:18][cH:19][cH:20]2)[NH:21][C:22]([CH:23]([c:24]2[cH:25][c:26]3[c:27]([cH:32][cH:33]2)[O:28][CH2:29][CH2:30][O:31]3)[NH2:34])=[O:42])=[O:43])[s:8][cH:9]1.